From a dataset of the Open Reaction Database (ORD), a public repository of structured organic reaction records. describe an organic reaction: reactants, conditions, products, and yield Reactants: [Li+].[OH-] (LiOH), Cl (HCl), N1CCCC2=CC=CC=C12 (1,2,3,4-tetrahydroquinoline), C(C=C)(=O)OC (methyl acrylate). Yields the product N1(CCCC2=CC=CC=C12)CCC(=O)O (3-(3,4-dihydroquinolin-1(2H)-yl)propanoic acid). Solvent: CO (methanol), C(C)(=O)O (acetic acid), CO (methanol). RXN SMILES: [NH:1]1[C:10]2[C:5](=[CH:6][CH:7]=[CH:8][CH:9]=2)[CH2:4][CH2:3][CH2:2]1.[C:11]([O:15]C)(=[O:14])[CH:12]=[CH2:13].[Li+].[OH-].Cl>C(O)(=O)C.CO>[N:1]1([CH2:13][CH2:12][C:11]([OH:15])=[O:14])[C:10]2[C:5](=[CH:6][CH:7]=[CH:8][CH:9]=2)[CH2:4][CH2:3][CH2:2]1 |f:2.3|. Procedure: A mixture of 1,2,3,4-tetrahydroquinoline (3.0 g, 22.5 mmol) and methyl acrylate (3.9 g, 45.0 mmol) in acetic acid (15 mL) was refluxed for 16 hours. Upon cooling, volatiles were removed in the rotary evaporator and the residue obtained was co-evaporated with methanol (3×20 mL) and then dissolved in methanol (15 mL). To this mixture an aqueous solution of LiOH (1.9 g, 45 mmol) was added and it was stirred at room temperature for 2 hours. Reaction mixture was acidified with conc. HCl to pH ˜3 and ... Conditions: time 2 hour. Yield: 63.0%. The reactants are CCO, [H][H], O=S(=O)([O-])[O-], O=CCC(C(=O)O)c1ccc(-c2ccccc2Cl)cc1, O=[Pt]. Product: O=C(O)C(CCO)c1ccc(-c2ccccc2Cl)cc1. RXN SMILES: [CH3:30][CH2:31][OH:32].[H:26][H:27].[O-:21][S:22](=[O:23])(=[O:24])[O-:25].[O:1]=[CH:2][CH2:3][CH:4]([C:5](=[O:6])[OH:7])[c:8]1[cH:9][cH:10][c:11](-[c:14]2[c:15]([Cl:20])[cH:16][cH:17][cH:18][cH:19]2)[cH:12][cH:13]1.[Pt:28]=[O:29]>>[OH:1][CH2:2][CH2:3][CH:4]([C:5](=[O:6])[OH:7])[c:8]1[cH:9][cH:10][c:11](-[c:14]2[c:15]([Cl:20])[cH:16][cH:17][cH:18][cH:19]2)[cH:12][cH:13]1. Reactants: C[Si](C)(C)N=[N+]=[N-] (trimethylsilyl azide), C1(=CC=CC=C1)P(C1=CC=CC=C1)C1=CC=CC=C1 (Triphenylphosphine), C(C)(=O)OCC(=O)NC1=CC(=C(C=C1)C(F)(F)F)C#N (2-{[3-cyano-4-(trifluoromethyl)phenyl]amino}-2-oxoethyl acetate), C(C)(=O)OCC(=O)NC1=CC(=C(C=C1)C(F)(F)F)C#N (2-{[3-cyano-4-(trifluoromethyl)phenyl]amino}-2-oxoethyl acetate). The solvent is C1CCOC1 (THF), CCOC(=O)C (EtOAc). Run at temperature 0 celsius, time 30 minute. The product is C(C)(=O)OCC1=NN=NN1C1=CC(=C(C=C1)C(F)(F)F)C#N ({1-[3-Cyano-4-(trifluoromethyl)phenyl]-1H-tetrazol-5-yl}methyl acetate). The yield is 138.1%. RXN SMILES: C1(P(C2C=CC=CC=2)C2C=CC=CC=2)C=CC=CC=1.[C:20]([O:23][CH2:24][C:25]([NH:27][C:28]1[CH:33]=[CH:32][C:31]([C:34]([F:37])([F:36])[F:35])=[C:30]([C:38]#[N:39])[CH:29]=1)=O)(=[O:22])[CH3:21].C[Si]([N:44]=[N+:45]=[N-:46])(C)C>C1COCC1.CCOC(C)=O>[C:20]([O:23][CH2:24][C:25]1[N:27]([C:28]2[CH:33]=[CH:32][C:31]([C:34]([F:37])([F:36])[F:35])=[C:30]([C:38]#[N:39])[CH:29]=2)[N:46]=[N:45][N:44]=1)(=[O:22])[CH3:21]. Procedure details: Triphenylphosphine (2.29 g, 8.73 mmol) and diisopropylazodicorboxylate (1.76 g, 8.70 mmol) were added to a solution of 2-{[3-cyano-4-(trifluoromethyl)phenyl]amino}-2-oxoethyl acetate (Intermediate 38, 1.0 g, 3.49 mmol) in THF (20 mL), at 0° C. The reaction mixture was stirred for 30 min at 0° C. and trimethylsilyl azide (1.01 g, 8.77 mmol) was added dropwise. The reaction mixture was allowed to warm to room temperature, and then heated to reflux for 4 h. The reaction mixture was diluted with EtO... The reactants are N1C[C@H](CCC1)CNC(CCCCCNC(CC(C1=CC=CC=C1)(C1=CC=CC=C1)C1=CC=CC=C1)=O)=O (N-{6-{((3S)-3-piperidyl)methyl}amino-6-oxohexyl}-3,3,3-triphenylpropanamide), CC(C=O)CC (2-methylbutanal). Yields the product CC(CN1C[C@H](CCC1)CNC(CCCCCNC(CC(C1=CC=CC=C1)(C1=CC=CC=C1)C1=CC=CC=C1)=O)=O)CC (N-{6-({(3R)-1-(2-methylbutyl)-3-piperidyl}methyl)amino-6-oxohexyl)-3,3,3-triphenylpropanamide). Reaction SMILES: [NH:1]1[CH2:6][CH2:5][CH2:4][C@H:3]([CH2:7][NH:8][C:9](=[O:38])[CH2:10][CH2:11][CH2:12][CH2:13][CH2:14][NH:15][C:16](=[O:37])[CH2:17][C:18]([C:31]2[CH:36]=[CH:35][CH:34]=[CH:33][CH:32]=2)([C:25]2[CH:30]=[CH:29][CH:28]=[CH:27][CH:26]=2)[C:19]2[CH:24]=[CH:23][CH:22]=[CH:21][CH:20]=2)[CH2:2]1.[CH3:39][CH:40]([CH2:43][CH3:44])[CH:41]=O>>[CH3:39][CH:40]([CH2:43][CH3:44])[CH2:41][N:1]1[CH2:6][CH2:5][CH2:4][C@H:3]([CH2:7][NH:8][C:9](=[O:38])[CH2:10][CH2:11][CH2:12][CH2:13][CH2:14][NH:15][C:16](=[O:37])[CH2:17][C:18]([C:31]2[CH:32]=[CH:33][CH:34]=[CH:35][CH:36]=2)([C:19]2[CH:20]=[CH:21][CH:22]=[CH:23][CH:24]=2)[C:25]2[CH:30]=[CH:29][CH:28]=[CH:27][CH:26]=2)[CH2:2]1. Procedure details: The title compound was prepared by a method similar to Step 3 of Example 17, using N-{6-{((3S)-3-piperidyl)methyl}amino-6-oxohexyl}-3,3,3-triphenylpropanamide and 2-methylbutanal. The compound was obtained as a white foamy substance.